Dataset: the Open Reaction Database (ORD), a public repository of structured organic reaction records. Task: describe an organic reaction: reactants, conditions, products, and yield Reactants: OC=1C(=CC2=C(OCCO2)C1)C1C(N(C=2C=C3C(=CC12)OCCO3)CC=3OC(=CC3)C(F)(F)F)=O (8-(7-hydroxy-2,3-dihydrobenzo[b][1,4]dioxin-6-yl)-6-((5-(trifluoromethyl)furan-2-yl)methyl)-6,8-dihydro-2H-[1,4]dioxino[2,3-f]indol-7(3H)-one), C1(=CC=CC=C1)C(N1C(C(C2=CC=CC=C12)C1=C(C=C(C(=C1)C)OC)O)=O)C1=CC=CC=C1 (1-(diphenylmethyl)-3-(2-hydroxy-4-methoxy-5-methylphenyl)-1,3-dihydro-2H-indol-2-one). Yields the product FC(C1=CC=C(O1)CN1C(C2(COC=3C2=CC=2OCCOC2C3)C=3C=C2C(=CC13)OCCO2)=O)(F)F (6-((5-(trifluoromethyl)furan-2-yl)methyl)-2,3,3′,7′-tetrahydro-2′H-spiro[[1,4]dioxino[2,3-f]indole-8,8′-benzofuro[5,6-b][1,4]dioxin]-7(6H)-one). As a reaction SMILES: [OH:1][C:2]1[C:3]([CH:12]2[C:20]3[CH:19]=[C:18]4[O:21][CH2:22][CH2:23][O:24][C:17]4=[CH:16][C:15]=3[N:14]([CH2:25][C:26]3[O:27][C:28]([C:31]([F:34])([F:33])[F:32])=[CH:29][CH:30]=3)[C:13]2=[O:35])=[CH:4][C:5]2[O:10][CH2:9][CH2:8][O:7][C:6]=2[CH:11]=1.[C:36]1(C(C2C=CC=CC=2)N2C3C(=CC=CC=3)C(C3C=C(C)C(OC)=CC=3O)C2=O)C=CC=CC=1>>[F:32][C:31]([F:34])([F:33])[C:28]1[O:27][C:26]([CH2:25][N:14]2[C:15]3[CH:16]=[C:17]4[O:24][CH2:23][CH2:22][O:21][C:18]4=[CH:19][C:20]=3[C:12]3([C:3]4=[CH:4][C:5]5[O:10][CH2:9][CH2:8][O:7][C:6]=5[CH:11]=[C:2]4[O:1][CH2:36]3)[C:13]2=[O:35])=[CH:30][CH:29]=1. Reported procedure: Following the procedure as described in EXAMPLE 2 and making non-critical variations using 8-(7-hydroxy-2,3-dihydrobenzo[b][1,4]dioxin-6-yl)-6-((5-(trifluoromethyl)furan-2-yl)methyl)-6,8-dihydro-2H-[1,4]dioxino[2,3-f]indol-7(3H)-one to replace 1-(diphenylmethyl)-3-(2-hydroxy-4-methoxy-5-methylphenyl)-1,3-dihydro-2H-indol-2-one, 6-((5-(trifluoromethyl)furan-2-yl)methyl)-2,3,3′,7′-tetrahydro-2′H-spiro[[1,4]dioxino[2,3-f]indole-8,8′-benzofuro[5,6-b][1,4]dioxin]-7(6H)-one was obtained (76%) as a col... The reactants are CCOC(C)=O, CCO, O=[Pt]=O, O=[N+]([O-])c1ccc(-c2cc(-c3ccncc3)c(-c3ccccc3)[nH]2)cc1. Product: Nc1ccc(-c2cc(-c3ccncc3)c(-c3ccccc3)[nH]2)cc1. Reaction SMILES: [CH3:27][CH2:28][O:29][C:30](=[O:31])[CH3:32].[CH3:33][CH2:34][OH:35].[Pt:36](=[O:37])=[O:38].[c:1]1(-[c:7]2[nH:8][c:9](-[c:18]3[cH:19][cH:20][c:21]([N+:24]([O-:25])=[O:26])[cH:22][cH:23]3)[cH:10][c:11]2-[c:12]2[cH:13][cH:14][n:15][cH:16][cH:17]2)[cH:2][cH:3][cH:4][cH:5][cH:6]1>>[c:1]1(-[c:7]2[nH:8][c:9](-[c:18]3[cH:19][cH:20][c:21]([NH2:24])[cH:22][cH:23]3)[cH:10][c:11]2-[c:12]2[cH:13][cH:14][n:15][cH:16][cH:17]2)[cH:2][cH:3][cH:4][cH:5][cH:6]1.